Dataset: the Open Reaction Database (ORD), a public repository of structured organic reaction records. Task: describe an organic reaction: reactants, conditions, products, and yield Starting materials: CCI, C1CCOC1, CCOC(C)=O, [H-], [Na+], CN(C)C=O, CN(CCO)c1ccc([N+](=O)[O-])cn1. The product is CCOCCN(C)c1ccc([N+](=O)[O-])cn1. Reaction SMILES: [CH2:17]([CH3:18])[I:19].[CH2:20]1[O:21][CH2:22][CH2:23][CH2:24]1.[CH3:30][CH2:31][O:32][C:33]([CH3:34])=[O:35].[H-:16].[Na+:15].[O:25]=[CH:26][N:27]([CH3:28])[CH3:29].[OH:1][CH2:2][CH2:3][N:4]([c:5]1[n:6][cH:7][c:8]([N+:11](=[O:12])[O-:13])[cH:9][cH:10]1)[CH3:14]>>[O:1]([CH2:2][CH2:3][N:4]([c:5]1[n:6][cH:7][c:8]([N+:11](=[O:12])[O-:13])[cH:9][cH:10]1)[CH3:14])[CH2:17][CH3:18].